describe an organic reaction: reactants, conditions, products, and yield From a dataset of the Open Reaction Database (ORD), a public repository of structured organic reaction records. The reactants are CCOC(C)=O, COC(=O)Nc1ccc(NCC2CCOCC2)c([N+](=O)[O-])c1. Product: COC(=O)Nc1ccc(NCC2CCOCC2)c(N)c1. As a reaction SMILES: [CH3:23][CH2:24][O:25][C:26]([CH3:27])=[O:28].[N+:1]([O-:2])(=[O:3])[c:4]1[cH:5][c:6]([NH:18][C:19]([O:20][CH3:21])=[O:22])[cH:7][cH:8][c:9]1[NH:10][CH2:11][CH:12]1[CH2:13][CH2:14][O:15][CH2:16][CH2:17]1>>[NH2:1][c:4]1[cH:5][c:6]([NH:18][C:19]([O:20][CH3:21])=[O:22])[cH:7][cH:8][c:9]1[NH:10][CH2:11][CH:12]1[CH2:13][CH2:14][O:15][CH2:16][CH2:17]1. The reactants are C(C1=CC=CC=C1)OC(=O)NCCCC[C@H](N)C(=O)O ((S)-N6-Benzyloxycarbonyllysine), Cl (hydrochloric acid), Cl[Si](C)(C)C (chlorotrimethylsilane), C(C)(C)N(CC)C(C)C (diisopropylethylamine), CS(=O)(=O)Cl (methanesulphonyl chloride). The solvent is C(Cl)Cl (methylene chloride). Reaction conditions: time 2.5 hour. Yields the product C(C1=CC=CC=C1)OC(=O)NCCCC[C@H](NS(=O)(=O)C)C(=O)O ((S)-N6-Benzyloxycarbonyl-N2-mesyllysine). Reaction SMILES: [CH2:1]([O:8][C:9]([NH:11][CH2:12][CH2:13][CH2:14][CH2:15][C@@H:16]([C:18]([OH:20])=[O:19])[NH2:17])=[O:10])[C:2]1[CH:7]=[CH:6][CH:5]=[CH:4][CH:3]=1.Cl[Si](C)(C)C.C(N(C(C)C)CC)(C)C.[CH3:35][S:36](Cl)(=[O:38])=[O:37].Cl>C(Cl)Cl>[CH2:1]([O:8][C:9]([NH:11][CH2:12][CH2:13][CH2:14][CH2:15][C@@H:16]([C:18]([OH:20])=[O:19])[NH:17][S:36]([CH3:35])(=[O:38])=[O:37])=[O:10])[C:2]1[CH:3]=[CH:4][CH:5]=[CH:6][CH:7]=1. Procedure: (S)-N6-Benzyloxycarbonyllysine (1.5 kg) was slurried in methylene chloride (7.5 l) and chlorotrimethylsilane (1.36 l) added over 10 minutes. The mixture was heated under reflux for 30 minutes to give a solution which was cooled to 3° C. before simultaneously adding diisopropylethylamine (1.87 l) and methanesulphonyl chloride (435 ml) at such a rate as to keep the temperature below 25° C. The reaction was stirred for a further 2.5 hours then poured into 2 M aqueous hydrochloric acid solution. The... The reactants are O=c1ccn(C2OC(CBr)C(O)C2OCc2ccccc2)c(=O)[nH]1, [N-]=[N+]=[N-], [Na+], CN(C)C=O. Product: [N-]=[N+]=NCC1OC(n2ccc(=O)[nH]c2=O)C(OCc2ccccc2)C1O. RXN SMILES: [CH2:1]([c:2]1[cH:3][cH:4][cH:5][cH:6][cH:7]1)[O:8][CH:9]1[CH:10]([n:17]2[c:18](=[O:19])[nH:20][c:21](=[O:22])[cH:23][cH:24]2)[O:11][CH:12]([CH2:15][Br:16])[CH:13]1[OH:14].[N-:26]=[N+:27]=[N-:28].[Na+:25].[O:29]=[CH:30][N:31]([CH3:32])[CH3:33]>>[CH2:1]([c:2]1[cH:3][cH:4][cH:5][cH:6][cH:7]1)[O:8][CH:9]1[CH:10]([n:17]2[c:18](=[O:19])[nH:20][c:21](=[O:22])[cH:23][cH:24]2)[O:11][CH:12]([CH2:15][N:26]=[N+:27]=[N-:28])[CH:13]1[OH:14].